This data is from the Open Reaction Database (ORD), a public repository of structured organic reaction records. The task is: describe an organic reaction: reactants, conditions, products, and yield The reactants are Cl (Hydrochloric acid), C(C1=CC=CC=C1)C1(C(OC(OC1=O)(C)C)=O)CC(=O)C1=CC=C(C=C1)C1=CC=C(C=C1)C1=C(OC2=C1C=CC=C2)CC2=CC=CC=C2 (5-benzyl-5-(2-[4′-(2-benzylbenzofuran-3-yl)-biphen-4-yl]-2-oxoethyl)-2,2-dimethyl-[1,3]dioxane-4,6-dione), resultant solution. Run in C1CCOC1 (THF). Product: C(C1=CC=CC=C1)C(C(=O)O)CC(=O)C1=CC=C(C=C1)C1=CC=C(C=C1)C1=C(OC2=C1C=CC=C2)CC2=CC=CC=C2 (2-Benzyl-4-[4′-(2-benzylbenzofuran-3-yl)biphen-4-yl]-4-oxobutyric acid). Yield: 37.5%. RXN SMILES: Cl.[CH2:2]([C:9]1([CH2:19][C:20]([C:22]2[CH:27]=[CH:26][C:25]([C:28]3[CH:33]=[CH:32][C:31]([C:34]4[C:38]5[CH:39]=[CH:40][CH:41]=[CH:42][C:37]=5[O:36][C:35]=4[CH2:43][C:44]4[CH:49]=[CH:48][CH:47]=[CH:46][CH:45]=4)=[CH:30][CH:29]=3)=[CH:24][CH:23]=2)=[O:21])C(=O)OC(C)(C)[O:11][C:10]1=[O:18])[C:3]1[CH:8]=[CH:7][CH:6]=[CH:5][CH:4]=1>C1COCC1>[CH2:2]([CH:9]([CH2:19][C:20]([C:22]1[CH:27]=[CH:26][C:25]([C:28]2[CH:33]=[CH:32][C:31]([C:34]3[C:38]4[CH:39]=[CH:40][CH:41]=[CH:42][C:37]=4[O:36][C:35]=3[CH2:43][C:44]3[CH:45]=[CH:46][CH:47]=[CH:48][CH:49]=3)=[CH:30][CH:29]=2)=[CH:24][CH:23]=1)=[O:21])[C:10]([OH:18])=[O:11])[C:3]1[CH:8]=[CH:7][CH:6]=[CH:5][CH:4]=1. Reported procedure: 2 N Hydrochloric acid (1 mL) was added to a stirred solution of 5-benzyl-5-(2-[4′-(2-benzylbenzofuran-3-yl)-biphen-4-yl]-2-oxoethyl)-2,2-dimethyl-[1,3]dioxane-4,6-dione (200 mg) in THF (5 mL), and the resultant solution was heated at 70° C. for 6 h and then cooled to room temperature and concentrated in vacuo. The resulting solid was redissolved in DMSO (5 mL), and heated to 150° C. for 3 h before being cooled to room temperature, and diluted with water (20 mL), and extracted with ethyl acetate ... Reactants: [Al+3], C1CCOC1, CCOC(=O)c1[nH]c2c(C)cccc2c1C, [H-], [H-], [H-], [H-], [Li+]. Yields the product Cc1c(CO)[nH]c2c(C)cccc12. As a reaction SMILES: [Al+3:18].[CH2:23]1[O:24][CH2:25][CH2:26][CH2:27]1.[CH3:1][c:2]1[c:3]([C:12](=[O:13])[O:14][CH2:15][CH3:16])[nH:4][c:5]2[c:6]([CH3:11])[cH:7][cH:8][cH:9][c:10]12.[H-:17].[H-:20].[H-:21].[H-:22].[Li+:19]>>[CH3:1][c:2]1[c:3]([CH2:12][OH:13])[nH:4][c:5]2[c:6]([CH3:11])[cH:7][cH:8][cH:9][c:10]12. Starting materials: CC1=CN(C2=CC=CC=C12)N (3-methyl-1H-indol-1-amine), Cl.ClC=1C=NC=CC1Cl (3,4-dichloropyridine hydrochloride). Run in C(C)(C)O (isopropanol). Product: Cl.ClC=1C=NC=CC1NN1C=C(C2=CC=CC=C12)C (N-(3-Chloro-4-pyridinyl)-3-methyl-1H-indol-1-amine hydrochloride). Reaction SMILES: [CH3:1][C:2]1[C:10]2[C:5](=[CH:6][CH:7]=[CH:8][CH:9]=2)[N:4]([NH2:11])[CH:3]=1.Cl.[Cl:13][C:14]1[CH:15]=[N:16][CH:17]=[CH:18][C:19]=1Cl>C(O)(C)C>[ClH:13].[Cl:13][C:14]1[CH:15]=[N:16][CH:17]=[CH:18][C:19]=1[NH:11][N:4]1[C:5]2[C:10](=[CH:9][CH:8]=[CH:7][CH:6]=2)[C:2]([CH3:1])=[CH:3]1 |f:1.2,4.5|. Procedure details: The title compound was prepared from 3-methyl-1H-indol-1-amine and 3,4-dichloropyridine hydrochloride in isopropanol at 80° C. for 5 hours in substantially the same manner as in Example 1. Recrystallized from ethanol, m.p. 278°-280° dec.). The reactants are CCOC(=O)C(C)(C)SCCC1CCOC1, CO, [Li+], C1COCCO1, [OH-], O, O. The product is CC(C)(SCCC1CCOC1)C(=O)O. As a reaction SMILES: [CH3:1][C:2]([C:3](=[O:4])[O:5][CH2:6][CH3:7])([CH3:8])[S:9][CH2:10][CH2:11][CH:12]1[CH2:13][O:14][CH2:15][CH2:16]1.[CH3:20][OH:21].[Li+:19].[O:23]1[CH2:24][CH2:25][O:26][CH2:27][CH2:28]1.[OH-:18].[OH2:17].[OH2:22]>>[CH3:1][C:2]([C:3](=[O:4])[OH:5])([CH3:8])[S:9][CH2:10][CH2:11][CH:12]1[CH2:13][O:14][CH2:15][CH2:16]1. Reactants: CC#N, Cc1c(Cl)cc(-c2ccc(=O)[nH]n2)cc1Cl, O=C(Cl)N1CCOCC1. Yields the product Cc1c(Cl)cc(-c2ccc(OC(=O)N3CCOCC3)nn2)cc1Cl. RXN SMILES: [CH3:26][C:27]#[N:28].[Cl:1][c:2]1[cH:3][c:4](-[c:10]2[cH:11][cH:12][c:13](=[O:16])[nH:14][n:15]2)[cH:5][c:6]([Cl:9])[c:7]1[CH3:8].[O:17]1[CH2:18][CH2:19][N:20]([C:23](=[O:24])[Cl:25])[CH2:21][CH2:22]1>>[Cl:1][c:2]1[cH:3][c:4](-[c:10]2[cH:11][cH:12][c:13]([O:16][C:23]([N:20]3[CH2:19][CH2:18][O:17][CH2:22][CH2:21]3)=[O:24])[n:14][n:15]2)[cH:5][c:6]([Cl:9])[c:7]1[CH3:8]. RXN SMILES: [NH:1]1[CH2:6][CH2:5][C:4](=[O:7])[CH2:3][CH2:2]1.[CH3:8][O:9][C:10]1[CH:11]=[C:12]([CH:15]=[CH:16][CH:17]=1)[CH2:13]Cl>>[CH3:8][O:9][C:10]1[CH:11]=[C:12]([CH:15]=[CH:16][CH:17]=1)[CH2:13][N:1]1[CH2:6][CH2:5][C:4](=[O:7])[CH2:3][CH2:2]1. Reported procedure: 1-(3-Methoxybenzyl)-4-piperidone is prepared from 4-piperidone and 3-methoxybenzyl chloride essentially as described above in Example 38, Scheme C, step a. The product is COC=1C=C(CN2CCC(CC2)=O)C=CC1 (1-(3-Methoxybenzyl)-4-piperidone). Reactants: N1CCC(CC1)=O (4-piperidone), COC=1C=C(CCl)C=CC1 (3-methoxybenzyl chloride).